The task is: describe an organic reaction: reactants, conditions, products, and yield. This data is from the Open Reaction Database (ORD), a public repository of structured organic reaction records. Reactants: COC(=O)C=Cc1cccc(NC(=O)CCCc2ccccc2)c1, CO, NO. The product is O=C(C=Cc1cccc(NC(=O)CCCc2ccccc2)c1)NO. RXN SMILES: [CH3:1][O:2][C:3]([CH:4]=[CH:5][c:6]1[cH:7][c:8]([NH:12][C:13]([CH2:14][CH2:15][CH2:16][c:17]2[cH:18][cH:19][cH:20][cH:21][cH:22]2)=[O:23])[cH:9][cH:10][cH:11]1)=[O:24].[CH3:27][OH:28].[NH2:25][OH:26]>>[O:2]=[C:3]([CH:4]=[CH:5][c:6]1[cH:7][c:8]([NH:12][C:13]([CH2:14][CH2:15][CH2:16][c:17]2[cH:18][cH:19][cH:20][cH:21][cH:22]2)=[O:23])[cH:9][cH:10][cH:11]1)[NH:25][OH:26]. Reactants: P(Br)(Br)Br (phosphorus tribromide), O (water), OCC1=C(C=CC=C1)NC(OC(C)(C)C)=O (tert-butyl (2-hydroxymethylphenyl)carbamate), C(O)([O-])=O.[Na+] (sodium hydrogencarbonate). Solvent: C(Cl)Cl (DCM), ClCCl (dichloromethane). Conditions: temperature 5 celsius, time 2 hour. Product: BrCC1=C(C=CC=C1)NC(OC(C)(C)C)=O (tert-Butyl (2-bromomethylphenyl)carbamate). Isolated yield 67.0%. Reaction SMILES: O[CH2:2][C:3]1[CH:8]=[CH:7][CH:6]=[CH:5][C:4]=1[NH:9][C:10](=[O:16])[O:11][C:12]([CH3:15])([CH3:14])[CH3:13].P(Br)(Br)[Br:18].C(=O)([O-])O.[Na+].O>ClCCl>[Br:18][CH2:2][C:3]1[CH:8]=[CH:7][CH:6]=[CH:5][C:4]=1[NH:9][C:10](=[O:16])[O:11][C:12]([CH3:15])([CH3:14])[CH3:13] |f:2.3|. Reported procedure: 1.3 g of tert-butyl (2-hydroxymethylphenyl)carbamate were dissolved in 20 ml of dichloromethane; at 5° C., a solution of 630 mg of phosphorus tribromide in 5 ml of DCM was then added dropwise. The reaction mixture was subsequently stirred at 5° C. for 2 h. For workup, the mixture was admixed cautiously with solid sodium hydrogencarbonate and 1 ml of water, stirred at 5° C. for 30 min, filtered through a cartridge and concentrated under reduced pressure. tert-Butyl (2-bromomethylphenyl)carbamate ...